Dataset: the Open Reaction Database (ORD), a public repository of structured organic reaction records. Task: describe an organic reaction: reactants, conditions, products, and yield The reactants are Br.N(N)C=1NCCN1 (2-hydrazino-2-imidazoline hydrobromide), Cl (hydrochloric acid). The solvent is C(C)O (ethanol), C(C)(C)O (isopropanol). Yields the product Cl.Cl.N(N)C=1NCCN1 (2-Hydrazino-2-imidazoline, dihydrochloride). Reaction SMILES: Br.[NH:2]([C:4]1[NH:5][CH2:6][CH2:7][N:8]=1)[NH2:3].[ClH:9]>C(O)C.C(O)(C)C>[ClH:9].[ClH:9].[NH:2]([C:4]1[NH:8][CH2:7][CH2:6][N:5]=1)[NH2:3] |f:0.1,5.6.7|. Reported procedure: A 50 g portion of 2-hydrazino-2-imidazoline hydrobromide was dissolved in 750 ml of hot absolute ethanol and treated with 100 ml of 6N hydrochloric acid in isopropanol. The precipitate was collected, washed with ethanol, dried, dissolved in 2300 ml of hot absolute ethanol, filtered and the filtrate treated with 6N hydrochloric acid in isopropanol, then cooled, giving 37 g of the desired intermediate, mp 185°-187° C. As a reaction SMILES: [NH:1]([C:3]1[CH:12]=[CH:11][C:10]2[C:5](=[CH:6][CH:7]=[CH:8][CH:9]=2)[N:4]=1)[NH2:2].C1(N=[C:20]=[O:21])C=CC=CC=1>C1(OC2C=CC=CC=2)C=CC=CC=1>[C:20]1([OH:21])[N:4]2[C:5]3[C:10]([CH:11]=[CH:12][C:3]2=[N:1][N:2]=1)=[CH:9][CH:8]=[CH:7][CH:6]=3. Run at time 8 hour. Run in C1(=CC=CC=C1)OC1=CC=CC=C1 (diphenyl ether). Reactants: N(N)C1=NC2=CC=CC=C2C=C1 (2-Hydrazinoquinoline), C1(=CC=CC=C1)N=C=O (phenyl isocyanate). Procedure details: 2-Hydrazinoquinoline (15.9 grams; 0.1 mole) was placed in a 250-milliliter three-necked flask equipped with a condenser, along with 70 milliliters of diphenyl ether. To the flask was then added 11.9 grams (0.1 mole) of phenyl isocyanate. The reaction mixture was allowed to reflux for three hours, cooled, and allowed to stand at room temperature overnight. In the morning the precipitate, the desired s-triazolo(4,3-a)quinolin-1-ol product, was filtered off and recrystallized from water. The produc... Product: C1(=NN=C2N1C1=CC=CC=C1C=C2)O (s-TRIAZOLO(4,3-a)QUINOLIN-1-OL). Reactants: ice H2O, COC=1C=C(C=CC1OC)NC(=O)NC(CC)=O (N-(3,4-dimethoxyphenyl)-N'-propionylurea), [NH4+].[OH-] (NH4OH). The solvent is polyphosphoric acid. Reaction conditions: time 3.5 hour. Product: COC=1C=C2C(=NC(NC2=CC1OC)=O)CC (6,7-Dimethoxy-4-ethyl-2(1H)quinazolinone). The yield is 24.6%. As a reaction SMILES: [CH3:1][O:2][C:3]1[CH:4]=[C:5]([NH:11][C:12]([NH:14][C:15](=O)[CH2:16][CH3:17])=[O:13])[CH:6]=[CH:7][C:8]=1[O:9][CH3:10].[NH4+].[OH-]>>[CH3:10][O:9][C:8]1[CH:7]=[C:6]2[C:5](=[CH:4][C:3]=1[O:2][CH3:1])[NH:11][C:12](=[O:13])[N:14]=[C:15]2[CH2:16][CH3:17] |f:1.2|. Reported procedure: A suspension of N-(3,4-dimethoxyphenyl)-N'-propionylurea (32.45 g, 128 mM) in polyphosphoric acid (375.12 g, 1109 mM) is heated at 130°-135° C. under nitrogen with vigorous stirring for 3.5 hours. The mixture is then poured onto 500 g ice-H2O and stirred. The solution is brought to pH 5.5 with concentrated NH4OH and allowed to stand at room temperature overnight. A brown precipitate forms. The resulting solid is filtered and dried to yield 7.40 g of a white solid. This filtrate is extracted with... Reaction SMILES: [C:1]([CH3:2])([CH3:3])([CH3:4])[O:5][C:6](=[O:7])[n:8]1[n:9][c:10]([NH:25][C:26]([c:27]2[c:28]([N:40]([C:41]([C:42]([F:43])([F:44])[F:45])=[O:46])[CH:47]3[CH2:48][CH2:49][O:50][CH2:51][CH2:52]3)[cH:29][c:30]([N:33]3[CH2:34][CH2:35][N:36]([CH3:39])[CH2:37][CH2:38]3)[cH:31][cH:32]2)=[O:53])[c:11]2[cH:12][c:13]([O:17][CH2:18][c:19]3[cH:20][cH:21][cH:22][cH:23][cH:24]3)[cH:14][cH:15][c:16]12.[CH2:54]1[CH2:55][CH:56]=[CH:57][CH2:58][CH2:59]1.[O:60]1[CH2:61][CH2:62][O:63][CH2:64][CH2:65]1>>[C:1]([CH3:2])([CH3:3])([CH3:4])[O:5][C:6](=[O:7])[n:8]1[n:9][c:10]([NH:25][C:26]([c:27]2[c:28]([N:40]([C:41]([C:42]([F:43])([F:44])[F:45])=[O:46])[CH:47]3[CH2:48][CH2:49][O:50][CH2:51][CH2:52]3)[cH:29][c:30]([N:33]3[CH2:34][CH2:35][N:36]([CH3:39])[CH2:37][CH2:38]3)[cH:31][cH:32]2)=[O:53])[c:11]2[cH:12][c:13]([OH:17])[cH:14][cH:15][c:16]12. The product is CN1CCN(c2ccc(C(=O)Nc3nn(C(=O)OC(C)(C)C)c4ccc(O)cc34)c(N(C(=O)C(F)(F)F)C3CCOCC3)c2)CC1. Starting materials: CN1CCN(c2ccc(C(=O)Nc3nn(C(=O)OC(C)(C)C)c4ccc(OCc5ccccc5)cc34)c(N(C(=O)C(F)(F)F)C3CCOCC3)c2)CC1, C1=CCCCC1, C1COCCO1. Starting materials: OC(C=CC(=O)N1CCN(CC1)C1=NC(=NC2=CC(=CC=C12)C)C1=C(C=CC=C1)O)(C)C (4-hydroxy-1-{4-[2-(2-hydroxy-phenyl)-7-methyl-quinazolin-4-yl]-piperazin-1-yl}-4-methyl-pent-2-en-1-one), C(C)N(CC)S(F)(F)F ((diethylamino)sulfur trifluoride). As a reaction SMILES: O[C:2]([CH3:32])([CH3:31])[CH:3]=[CH:4][C:5]([N:7]1[CH2:12][CH2:11][N:10]([C:13]2[C:22]3[C:17](=[CH:18][C:19]([CH3:23])=[CH:20][CH:21]=3)[N:16]=[C:15]([C:24]3[CH:29]=[CH:28][CH:27]=[CH:26][C:25]=3[OH:30])[N:14]=2)[CH2:9][CH2:8]1)=[O:6].C(N(S(F)(F)[F:39])CC)C>C(Cl)Cl.O>[F:39][C:2]([CH3:32])([CH3:31])[CH:3]=[CH:4][C:5]([N:7]1[CH2:12][CH2:11][N:10]([C:13]2[C:22]3[C:17](=[CH:18][C:19]([CH3:23])=[CH:20][CH:21]=3)[N:16]=[C:15]([C:24]3[CH:29]=[CH:28][CH:27]=[CH:26][C:25]=3[OH:30])[N:14]=2)[CH2:9][CH2:8]1)=[O:6]. Run at temperature -78 celsius, time 2.5 hour. Reported procedure: To 4-hydroxy-1-{4-[2-(2-hydroxy-phenyl)-7-methyl-quinazolin-4-yl]-piperazin-1-yl}-4-methyl-pent-2-en-1-one (330 mg, 0.76 mmol) at −78° C. in 3 mL of CH2Cl2 was added (diethylamino)sulfur trifluoride (185 mg, 1.15 mmol). The reaction mixture was stirred −78° C. for 2.5 h. The reaction mixture was diluted with 10 mL of water and 10 mL of CH2Cl2. The organic layer was separated and dried over Na2SO4, and the solvent was removed under reduced pressure to give an oil. The residue was subjected to pur... The product is FC(C=CC(=O)N1CCN(CC1)C1=NC(=NC2=CC(=CC=C12)C)C1=C(C=CC=C1)O)(C)C (4-fluoro-1-{4-[2-(2-hydroxy-phenyl)-7-methyl-quinazolin-4-yl]-piperazin-1-yl}-4-methyl-pent-2-en-1-one). Yield: 40.3%. Solvent: O (water), C(Cl)Cl (CH2Cl2), C(Cl)Cl (CH2Cl2). The reactants are FC1=C(N)C=CC(=C1)F (2,4-difluoroaniline), ClC1=C(C(=O)C(C(=O)OCC)=COCC)C(=CC(=C1F)Cl)F (ethyl 2-(2,4-dichloro-3,6-difluorobenzoyl)-3-ethoxyacrylate), O (water). Solvent: C(C)O (ethanol). Reaction conditions: time 1.5 hour. The product is ClC1=C(C(=O)C(C(=O)OCC)=CNC2=C(C=C(C=C2)F)F)C(=CC(=C1F)Cl)F (ethyl 2-(2,4-dichloro-3,6-difluorobenzoyl)-3-(2,4-difluorophenylamino)acrylate). The yield is 92.9%. As a reaction SMILES: [Cl:1][C:2]1[C:19]([F:20])=[C:18]([Cl:21])[CH:17]=[C:16]([F:22])[C:3]=1[C:4]([C:6](=[CH:12]OCC)[C:7]([O:9][CH2:10][CH3:11])=[O:8])=[O:5].[F:23][C:24]1[CH:30]=[C:29]([F:31])[CH:28]=[CH:27][C:25]=1[NH2:26].O>C(O)C>[Cl:1][C:2]1[C:19]([F:20])=[C:18]([Cl:21])[CH:17]=[C:16]([F:22])[C:3]=1[C:4]([C:6](=[CH:12][NH:26][C:25]1[CH:27]=[CH:28][C:29]([F:31])=[CH:30][C:24]=1[F:23])[C:7]([O:9][CH2:10][CH3:11])=[O:8])=[O:5]. Reported procedure: 35.3 g of ethyl 2-(2,4-dichloro-3,6-difluorobenzoyl)-3-ethoxyacrylate are dissolved in 120 ml of ethanol, and 12.9 g of 2,4-difluoroaniline are added dropwise, while cooling with ice. The mixture is stirred at room temperature for 1.5 hours, 120 ml of water are added, while cooling, and the precipitate is filtered off with suction, rinsed with ethanol/H2O (1:1) and dried. 40.5 g of ethyl 2-(2,4-dichloro-3,6-difluorobenzoyl)-3-(2,4-difluorophenylamino)acrylate are obtained, melting point: 84°-86°... The reactants are COC(=O)NC(CC(=O)O)C (3-[(methoxycarbonyl)amino]butanoic acid), Cl.CN1CCN(CC1)C1=NC(=NC(=C1)C1=CC=C2CCNCC2=C1)N (4-(4-methylpiperazin-1-yl)-6-(1,2,3,4-tetrahydroisoquinolin-7-yl)pyrimidin-2-amine HCl salt). The product is COC(NC(CC(=O)N1CC2=CC(=CC=C2CC1)C1=NC(=NC(=C1)N1CCN(CC1)C)N)C)=O (methyl{3-[7-[2-amino-6-(4-methylpiperazin-1-yl)pyrimidin-4-yl]-3,4-dihydroisoquinolin-2(1H)-yl]-1-methyl-3-oxopropyl}carbamate). Reaction SMILES: [CH3:1][O:2][C:3]([NH:5][CH:6]([CH3:11])[CH2:7][C:8](O)=[O:9])=[O:4].Cl.[CH3:13][N:14]1[CH2:19][CH2:18][N:17]([C:20]2[CH:25]=[C:24]([C:26]3[CH:35]=[C:34]4[C:29]([CH2:30][CH2:31][NH:32][CH2:33]4)=[CH:28][CH:27]=3)[N:23]=[C:22]([NH2:36])[N:21]=2)[CH2:16][CH2:15]1>>[CH3:1][O:2][C:3](=[O:4])[NH:5][CH:6]([CH3:11])[CH2:7][C:8]([N:32]1[CH2:31][CH2:30][C:29]2[C:34](=[CH:35][C:26]([C:24]3[CH:25]=[C:20]([N:17]4[CH2:16][CH2:15][N:14]([CH3:13])[CH2:19][CH2:18]4)[N:21]=[C:22]([NH2:36])[N:23]=3)=[CH:27][CH:28]=2)[CH2:33]1)=[O:9] |f:1.2|. Procedure details: This compound was prepared by using procedures analogous to those described for the synthesis of Example 41 starting from 3-[(methoxycarbonyl)amino]butanoic acid and 4-(4-methylpiperazin-1-yl)-6-(1,2,3,4-tetrahydroisoquinolin-7-yl)pyrimidin-2-amine HCl salt. Analytic LCMS (M+H)+: m/z=468.2. The reactants are C1COC(C(CC(C2=CC(=C(C=C2)C)C)=O)C)O1 (3-(3,4-dimethylbenzoyl)-2-methylpropionaldehyde ethylene acetal), C(C)(=O)NS(=O)(=O)C1=CC=C(N)C=C1 (4-acetylaminosulfonylaniline), Cl (hydrochloric acid). Solvent: O1CCCC1 (tetrahydrofuran). Run at temperature 70 celsius. Product: C(C)(=O)NS(=O)(=O)C1=CC=C(C=C1)N1C(=CC(=C1)C)C1=CC(=C(C=C1)C)C (1-(4-Acetylaminosulfonylphenyl)-2-(3,4-dimethylphenyl)-4-methylpyrrole). Yield: 25.3%. RXN SMILES: C1O[CH:4]([CH:5]([CH3:17])[CH2:6][C:7](=O)[C:8]2[CH:13]=[CH:12][C:11]([CH3:14])=[C:10]([CH3:15])[CH:9]=2)OC1.[C:19]([NH:22][S:23]([C:26]1[CH:32]=[CH:31][C:29]([NH2:30])=[CH:28][CH:27]=1)(=[O:25])=[O:24])(=[O:21])[CH3:20].Cl>O1CCCC1>[C:19]([NH:22][S:23]([C:26]1[CH:32]=[CH:31][C:29]([N:30]2[CH:4]=[C:5]([CH3:17])[CH:6]=[C:7]2[C:8]2[CH:13]=[CH:12][C:11]([CH3:14])=[C:10]([CH3:15])[CH:9]=2)=[CH:28][CH:27]=1)(=[O:25])=[O:24])(=[O:21])[CH3:20]. Reported procedure: 3.26 g (13.1 mmol) of 3-(3,4-dimethylbenzoyl)-2-methylpropionaldehyde ethylene acetal [prepared as described in step (ii) above] and 2.81 g (13.1 mmol) of 4-acetylaminosulfonylaniline were dissolved in a mixture of 52 ml (52 mmol) of 1N aqueous hydrochloric acid and 16 ml of tetrahydrofuran, and the mixture was heated at 70° C. for 1 hour. At the end of this time, the mixture was left to stand to allow it to cool. The mixture was then extracted three times with ethyl acetate. The organic extract...